Dataset: the Open Reaction Database (ORD), a public repository of structured organic reaction records. Task: describe an organic reaction: reactants, conditions, products, and yield Reactants: O=C([O-])[O-], CCCCI, CC(C)=O, [K+], [K+], CCOC(=O)C(=NO)C(C)=O. Yields the product CCCCON=C(C(C)=O)C(=O)OCC. RXN SMILES: [C:17](=[O:18])([O-:19])[O-:20].[CH2:1]([CH2:2][CH2:3][CH3:4])[I:5].[CH3:23][C:24](=[O:25])[CH3:26].[K+:21].[K+:22].[OH:6][N:7]=[C:8]([C:9](=[O:10])[O:11][CH2:12][CH3:13])[C:14]([CH3:15])=[O:16]>>[CH2:1]([CH2:2][CH2:3][CH3:4])[O:6][N:7]=[C:8]([C:9](=[O:10])[O:11][CH2:12][CH3:13])[C:14]([CH3:15])=[O:16].